From a dataset of the Open Reaction Database (ORD), a public repository of structured organic reaction records. describe an organic reaction: reactants, conditions, products, and yield The reactants are ClC1=C(C=C(N)C=C1)C1=NC=CC=C1 (4-chloro-3-(pyridin-2-yl)aniline), O=C1OCCN1C1=CC=C(C(=O)O)C=C1 (4-(2-oxooxazolidin-3-yl)benzoic acid). Product: ClC1=C(C=C(C=C1)NC(C1=CC=C(C=C1)N1C(OCC1)=O)=O)C1=NC=CC=C1 (N-(4-chloro-3-(pyridin-2-yl)phenyl)-4-(2-oxooxazolidin-3-yl)benzamide). As a reaction SMILES: [Cl:1][C:2]1[CH:8]=[CH:7][C:5]([NH2:6])=[CH:4][C:3]=1[C:9]1[CH:14]=[CH:13][CH:12]=[CH:11][N:10]=1.[O:15]=[C:16]1[N:20]([C:21]2[CH:29]=[CH:28][C:24]([C:25](O)=[O:26])=[CH:23][CH:22]=2)[CH2:19][CH2:18][O:17]1>>[Cl:1][C:2]1[CH:8]=[CH:7][C:5]([NH:6][C:25](=[O:26])[C:24]2[CH:23]=[CH:22][C:21]([N:20]3[CH2:19][CH2:18][O:17][C:16]3=[O:15])=[CH:29][CH:28]=2)=[CH:4][C:3]=1[C:9]1[CH:14]=[CH:13][CH:12]=[CH:11][N:10]=1. Procedure: A mixture of 1 g of methyl 4-iodobenzoate, 399 mg of 2-oxozolidone, 1.1 g of potassium carbonate, 34 mg of N,N′-dimethylethylenediamine and 73 mg of copper iodide in 10 mL of toluene was heated to 150° C. in a sealed microwave reactor for 2 h. The reaction mixture was diluted with ethyl acetate, washed with H2O, dried (MgSO4) and evaporated. Purified by silica gel chromatography (20-70% ethyl acetate/hexane) to afford methyl 4-(2-oxooxazolidin-3-yl)benzoate. 530 mg of methyl 4-(2-oxooxazolidin-3... Reactants: ClCCCl, CCN(C(C)C)C(C)C, Cl, Cl, O=C(O)C=Cc1cnc2c(c1)CCC(=O)N2, CN(C)C=O, O, On1nnc2ccccc21, CNCc1ccc2occc2c1. The product is CN(Cc1ccc2occc2c1)C(=O)C=Cc1cnc2c(c1)CCC(=O)N2. RXN SMILES: [CH2:49]([Cl:50])[CH2:51][Cl:52].[CH:40]([N:41]([CH2:42][CH3:43])[CH:44]([CH3:45])[CH3:46])([CH3:47])[CH3:48].[ClH:13].[ClH:53].[O:14]=[C:15]1[CH2:16][CH2:17][c:18]2[cH:19][c:20]([CH:25]=[CH:26][C:27](=[O:28])[OH:29])[cH:21][n:22][c:23]2[NH:24]1.[O:54]=[CH:55][N:56]([CH3:57])[CH3:58].[OH2:59].[OH:30][n:31]1[c:32]2[c:33]([cH:34][cH:35][cH:36][cH:37]2)[n:38][n:39]1.[o:1]1[cH:2][cH:3][c:4]2[c:5]1[cH:6][cH:7][c:8]([CH2:10][NH:11][CH3:12])[cH:9]2>>[o:1]1[cH:2][cH:3][c:4]2[c:5]1[cH:6][cH:7][c:8]([CH2:10][N:11]([CH3:12])[C:27]([CH:26]=[CH:25][c:20]1[cH:19][c:18]3[c:23]([n:22][cH:21]1)[NH:24][C:15](=[O:14])[CH2:16][CH2:17]3)=[O:29])[cH:9]2. Starting materials: ethyl magnesium bromide ether, C1(=CC=CC=C1)C (toluene), C(C1=CC=CC=C1)OC=1C=C(C=O)C=CC1OC (3-benzyloxy-4-methoxybenzaldehyde), sodium sulfate decahydrates, C(C)(=O)OCC (ethyl acetate). Run at time 5 minute. Yields the product C(C1=CC=CC=C1)OC=1C=C(C=CC1OC)C(CC)O (1-(3'-benzyloxy-4'-methoxyphenyl) propanol). As a reaction SMILES: [C:1]1(C)C=CC=C[CH:2]=1.C(OCC)(=O)C.[CH2:14]([O:21][C:22]1[CH:23]=[C:24]([CH:27]=[CH:28][C:29]=1[O:30][CH3:31])[CH:25]=[O:26])[C:15]1[CH:20]=[CH:19][CH:18]=[CH:17][CH:16]=1>>[CH2:14]([O:21][C:22]1[CH:23]=[C:24]([CH:25]([OH:26])[CH2:1][CH3:2])[CH:27]=[CH:28][C:29]=1[O:30][CH3:31])[C:15]1[CH:16]=[CH:17][CH:18]=[CH:19][CH:20]=1. Procedure details: To a three-neck flask, 187 ml of a 30M ethyl magnesium bromide ether solution was poured and stirred for 5 minutes under ice cooling. To this solution, 400 ml of a toluene solution in which 123.51 g of 3-benzyloxy-4-methoxybenzaldehyde was dissolved, and the mixture was added dropwise from a dropping funnel over 20 minutes. The reaction solution was stirred for additional 2 hours under ice cooling. After the completion of the reaction, the reaction solution was diluted by adding 300 ml of ethyl ... Reactants: CC(=O)c1ccc(F)c(Br)c1, COC(=O)OC, [H-], [Na+], C1CCOC1. Yields the product COC(=O)CC(=O)c1ccc(F)c(Br)c1. As a reaction SMILES: [Br:9][c:10]1[cH:11][c:12]([C:17]([CH3:18])=[O:19])[cH:13][cH:14][c:15]1[F:16].[CH3:3][O:4][C:5](=[O:6])[O:7][CH3:8].[H-:1].[Na+:2].[O:20]1[CH2:21][CH2:22][CH2:23][CH2:24]1>>[C:5](=[O:6])([O:7][CH3:8])[CH2:18][C:17]([c:12]1[cH:11][c:10]([Br:9])[c:15]([F:16])[cH:14][cH:13]1)=[O:19]. The reactants are CCCCCCCCN(CC(=O)OC(C)(C)C)S(=O)(=O)c1ccc(C)cc1, ClCCl, O=C(O)C(F)(F)F. Yields the product CCCCCCCCN(CC(=O)O)S(=O)(=O)c1ccc(C)cc1. Reaction SMILES: [C:1]([CH3:2])([CH3:3])([CH3:4])[O:5][C:6]([CH2:7][N:8]([S:9](=[O:10])(=[O:11])[c:12]1[cH:13][cH:14][c:15]([CH3:18])[cH:16][cH:17]1)[CH2:19][CH2:20][CH2:21][CH2:22][CH2:23][CH2:24][CH2:25][CH3:26])=[O:27].[Cl:35][CH2:36][Cl:37].[F:28][C:29]([F:30])([F:31])[C:32]([OH:33])=[O:34]>>[O:5]=[C:6]([CH2:7][N:8]([S:9](=[O:10])(=[O:11])[c:12]1[cH:13][cH:14][c:15]([CH3:18])[cH:16][cH:17]1)[CH2:19][CH2:20][CH2:21][CH2:22][CH2:23][CH2:24][CH2:25][CH3:26])[OH:27]. Starting materials: Cc1c(Br)c(=O)n(C2CCCC2)c2nc(S(C)=O)ncc12, CC(C)(C)OC(=O)N1CCN(c2ccc(N)nc2)CC1, CO, Cc1ccccc1, ClCCl. Product: Cc1c(Br)c(=O)n(C2CCCC2)c2nc(Nc3ccc(N4CCN(C(=O)OC(C)(C)C)CC4)cn3)ncc12. Reaction SMILES: [Br:1][c:2]1[c:3]([CH3:21])[c:4]2[c:5]([n:6][c:7]([S:10]([CH3:11])=[O:12])[n:8][cH:9]2)[n:13]([CH:16]2[CH2:17][CH2:18][CH2:19][CH2:20]2)[c:14]1=[O:15].[C:22]([CH3:23])([CH3:24])([CH3:25])[O:26][C:27](=[O:28])[N:29]1[CH2:30][CH2:31][N:32]([c:35]2[cH:36][n:37][c:38]([NH2:41])[cH:39][cH:40]2)[CH2:33][CH2:34]1.[CH3:42][OH:43].[CH3:47][c:48]1[cH:49][cH:50][cH:51][cH:52][cH:53]1.[Cl:44][CH2:45][Cl:46]>>[Br:1][c:2]1[c:3]([CH3:21])[c:4]2[c:5]([n:6][c:7]([NH:41][c:38]3[n:37][cH:36][c:35]([N:32]4[CH2:31][CH2:30][N:29]([C:27]([O:26][C:22]([CH3:23])([CH3:24])[CH3:25])=[O:28])[CH2:34][CH2:33]4)[cH:40][cH:39]3)[n:8][cH:9]2)[n:13]([CH:16]2[CH2:17][CH2:18][CH2:19][CH2:20]2)[c:14]1=[O:15]. The reactants are II (iodine), C(C)(=O)O[C@H]1[C@H](OC(C)=O)[C@H](OC(C)=O)[C@H](O1)COC(C)=O (1,2,3,5-tetra-O-acetyl-β-D-ribofuranose), N(C1=CC=CC=C1)C1=C2C(=NC(=C1)Cl)NC=N2 (7-anilino-5-chloro-3H-imidazo[4,5-b]pyridine). Solvent: CO (methanol). Conditions: temperature 155 celsius, time 2 hour. The product is N(C1=CC=CC=C1)C1=C2C(=NC(=C1)Cl)N(C=N2)[C@H]2[C@H](O)[C@H](O)[C@H](O2)CO (7-anilino-5-chloro-3-β-D-ribofuranosyl-3H-imidazo[4,5-b]pyridine). The yield is 20.0%. Reaction SMILES: II.C(O[C@@H:7]1[O:19][C@H:18]([CH2:20][O:21]C(=O)C)[C@@H:13]([O:14]C(=O)C)[C@H:8]1[O:9]C(=O)C)(=O)C.[NH:25]([C:32]1[CH:37]=[C:36]([Cl:38])[N:35]=[C:34]2[NH:39][CH:40]=[N:41][C:33]=12)[C:26]1[CH:31]=[CH:30][CH:29]=[CH:28][CH:27]=1>CO>[NH:25]([C:32]1[CH:37]=[C:36]([Cl:38])[N:35]=[C:34]2[N:39]([C@@H:7]3[O:19][C@H:18]([CH2:20][OH:21])[C@@H:13]([OH:14])[C@H:8]3[OH:9])[CH:40]=[N:41][C:33]=12)[C:26]1[CH:27]=[CH:28][CH:29]=[CH:30][CH:31]=1. Procedure: After a crystal of iodine was added to an intimate mixture of 1,2,3,5-tetra-O-acetyl-β-D-ribofuranose (5.2 g, 16 mMol) and 7-anilino-5-chloro-3H-imidazo[4,5-b]pyridine (4.0 g, 16 mMol), the mixture was heated in vacuo at 155° C. After 2 hours, the cooled reaction mixture was suspended in methanol and filtered to remove the unreacted heterocycle (2.29 g). The filtrate was taken to dryness in vacuo and treated with an excess of methanol previously saturated with ammonia. Purification by flash chro... Reactants: C1=CC=CC=2C3=CC=CC=C3C(C12)COC(NC(CS(NC1CCN(CC1)C(C)C)(=O)=O)(C)C)=O ([2-(1-isopropyl-piperidin-4-ylsulfamoyl)-1,1-dimethyl-ethyl]-carbamic acid 9H-fluoren-9-ylmethyl ester), N1CCOCC1 (morpholine). Solvent: CN(C)C=O (DMF). Run at time 2 hour. Product: C(C)(C)N1CCC(CC1)NS(=O)(=O)CC(C)(C)N (2-amino-2-methyl-propane-1-sulfonicacid (1-isopropyl-piperidin-4-yl)-amide). Reaction SMILES: C1C2C(COC(=O)[NH:17][C:18]([CH3:34])([CH3:33])[CH2:19][S:20](=[O:32])(=[O:31])[NH:21][CH:22]3[CH2:27][CH2:26][N:25]([CH:28]([CH3:30])[CH3:29])[CH2:24][CH2:23]3)C3C(=CC=CC=3)C=2C=CC=1.N1CCOCC1>CN(C=O)C>[CH:28]([N:25]1[CH2:26][CH2:27][CH:22]([NH:21][S:20]([CH2:19][C:18]([NH2:17])([CH3:33])[CH3:34])(=[O:32])=[O:31])[CH2:23][CH2:24]1)([CH3:30])[CH3:29]. Procedure details: 607 mg (1.2 mmol) of crude [2-(1-isopropyl-piperidin-4-ylsulfamoyl)-1,1-dimethyl-ethyl]-carbamic acid 9H-fluoren-9-ylmethyl ester were dissolved in 6 ml DMF. 1.5 ml morpholine were added and the resulting mixture was stirred for 2 h at room temperature. The reaction mixture was filtered. The filtrate was concentrated under reduced pressure and co-distilled three times with 20 ml DMF to give crude 2-amino-2-methyl-propane-1-sulfonicacid (1-isopropyl-piperidin-4-yl)-amide as yellow oil. Yield: 360... Reactants: ClC1=NC(=NC(=C1)CC)C1CCCC1 (4-chloro-2-cyclopentyl-6-ethylpyrimidine), CC1(OB(OC1(C)C)CC1=CC=C(C=C1)CC(=O)OC)C (methyl 2-(4-((4,4,5,5-tetramethyl-1,3,2-dioxaborolan-2-yl)methyl)phenyl)acetate), C(=O)([O-])[O-].[Na+].[Na+] (Na2CO3). The reagents and catalysts are C1=CC=C(C=C1)P([C-]2C=CC=C2)C3=CC=CC=C3.C1=CC=C(C=C1)P([C-]2C=CC=C2)C3=CC=CC=C3.Cl[Pd]Cl.[Fe+2] (Pd(dppf)Cl2). Run in O1CCOCC1 (dioxane), O (water). Run at temperature 90 celsius, time 48 hour. Product: C1(CCCC1)C1=NC(=CC(=N1)CC1=CC=C(C=C1)CC(=O)OC)CC (Methyl 2-(4-((2-cyclopentyl-6-ethylpyrimidin-4-yl)methyl)phenyl)acetate). The yield is 8.4%. RXN SMILES: Cl[C:2]1[CH:7]=[C:6]([CH2:8][CH3:9])[N:5]=[C:4]([CH:10]2[CH2:14][CH2:13][CH2:12][CH2:11]2)[N:3]=1.CC1(C)C(C)(C)OB([CH2:23][C:24]2[CH:29]=[CH:28][C:27]([CH2:30][C:31]([O:33][CH3:34])=[O:32])=[CH:26][CH:25]=2)O1.C([O-])([O-])=O.[Na+].[Na+]>O1CCOCC1.O.C1C=CC(P(C2C=CC=CC=2)[C-]2C=CC=C2)=CC=1.C1C=CC(P(C2C=CC=CC=2)[C-]2C=CC=C2)=CC=1.Cl[Pd]Cl.[Fe+2]>[CH:10]1([C:4]2[N:3]=[C:2]([CH2:23][C:24]3[CH:25]=[CH:26][C:27]([CH2:30][C:31]([O:33][CH3:34])=[O:32])=[CH:28][CH:29]=3)[CH:7]=[C:6]([CH2:8][CH3:9])[N:5]=2)[CH2:11][CH2:12][CH2:13][CH2:14]1 |f:2.3.4,7.8.9.10|. Reported procedure: A mixture of 4-chloro-2-cyclopentyl-6-ethylpyrimidine (0.275 g, 0.95 mmol), methyl 2-(4-((4,4,5,5-tetramethyl-1,3,2-dioxaborolan-2-yl)methyl)phenyl)acetate (0.200 g, 0.95 mmol), Pd(dppf)Cl2 (0.078 g, 0.095 mmol), and powdered Na2CO3 (0.302 g, 2.85 mmol) in dioxane (5 mL) and water (3 mL) was stirred under an argon atmosphere at 90° C. for 48 h. After this time, the mixture was cooled and filtered through celite washing with ethyl acetate. The filtrate was washed with brine (3×15 mL), dried over ... The reactants are B(F)(F)F (Boron trifluoride), C(C)(=O)[O-].[Na+] (sodium acetate), C(CCCCCCCCCCCCCCC)(=O)O (palmitic acid), CC1=C(O)C=CC(=C1)O (2-methylhydroquinone). Run in O (water), C(Cl)Cl (methylene chloride). Reaction conditions: time 8 hour. Yields the product CC1=C(O)C=C(C(=C1)O)C(CCCCCCCCCCCCCCC)=O (2-methyl-5-hexadecanoylhydroquinone). As a reaction SMILES: B(F)(F)F.[C:5]([OH:22])(=O)[CH2:6][CH2:7][CH2:8][CH2:9][CH2:10][CH2:11][CH2:12][CH2:13][CH2:14][CH2:15][CH2:16][CH2:17][CH2:18][CH2:19][CH3:20].[CH3:23][C:24]1[CH:30]=[C:29]([OH:31])[CH:28]=[CH:27][C:25]=1[OH:26].C([O-])(=O)C.[Na+]>O.C(Cl)Cl>[CH3:23][C:24]1[CH:30]=[C:29]([OH:31])[C:28]([C:5](=[O:22])[CH2:6][CH2:7][CH2:8][CH2:9][CH2:10][CH2:11][CH2:12][CH2:13][CH2:14][CH2:15][CH2:16][CH2:17][CH2:18][CH2:19][CH3:20])=[CH:27][C:25]=1[OH:26] |f:3.4|. Procedure details: Boron trifluoride was introduced with vigorous refluxing until saturation into a mixture of 27.2 g of palmitic acid, 13.7 g of 2-methylhydroquinone and 45 ml of methylene chloride. After standing overnight the mixture was refluxed for another hour and then decomposed with stirring in a solution of 25 g of sodium acetate in 220 ml of water. After 45 min the solution in methylene chloride was separated and evaporated. The residue was stirred with methanol, filtered with suction and recrystallized ...